The task is: describe an organic reaction: reactants, conditions, products, and yield. This data is from the Open Reaction Database (ORD), a public repository of structured organic reaction records. As a reaction SMILES: [Cl:1][CH2:2][C:3](=[O:4])[N:5]1[CH2:6][CH2:7][CH:8]([N:11]2[N:12]=[C:13]([c:19]3[cH:20][cH:21][c:22]([O:32][CH3:33])[c:23]4[c:24]3[CH2:25][C:26]3([O:27]4)[CH2:28][CH2:29][CH2:30][CH2:31]3)[C:14]([CH3:17])([CH3:18])[C:15]2=[O:16])[CH2:9][CH2:10]1.[O:34]=[C:35]1[CH2:36][CH2:37][C:38](=[O:39])[NH:40]1>>[CH2:2]([C:3](=[O:4])[N:5]1[CH2:6][CH2:7][CH:8]([N:11]2[N:12]=[C:13]([c:19]3[cH:20][cH:21][c:22]([O:32][CH3:33])[c:23]4[c:24]3[CH2:25][C:26]3([O:27]4)[CH2:28][CH2:29][CH2:30][CH2:31]3)[C:14]([CH3:17])([CH3:18])[C:15]2=[O:16])[CH2:9][CH2:10]1)[N:40]1[C:35](=[O:34])[CH2:36][CH2:37][C:38]1=[O:39]. Yields the product COc1ccc(C2=NN(C3CCN(C(=O)CN4C(=O)CCC4=O)CC3)C(=O)C2(C)C)c2c1OC1(CCCC1)C2. Reactants: COc1ccc(C2=NN(C3CCN(C(=O)CCl)CC3)C(=O)C2(C)C)c2c1OC1(CCCC1)C2, O=C1CCC(=O)N1.